This data is from the Open Reaction Database (ORD), a public repository of structured organic reaction records. The task is: describe an organic reaction: reactants, conditions, products, and yield The reactants are [C-]#N.[K+] (potassium cyanide), ClCC=1C=C(C=CC1OC)OC1=C(C=CC=C1)Cl (2-chlorophenyl 3-chloromethyl-4-methoxyphenyl ether), [I-].[Na+] (sodium iodide). The solvent is CS(=O)C (dimethyl sulfoxide). Run at time 40 minute. The product is COC1=C(C=C(C=C1)OC1=C(C=CC=C1)Cl)CC#N (2-[2-methoxy-5-(2-chlorophenoxy)phenyl]acetonitrile). Yield: 57.2%. Reaction SMILES: [C-:1]#[N:2].[K+].Cl[CH2:5][C:6]1[CH:7]=[C:8]([O:14][C:15]2[CH:20]=[CH:19][CH:18]=[CH:17][C:16]=2[Cl:21])[CH:9]=[CH:10][C:11]=1[O:12][CH3:13].[I-].[Na+]>CS(C)=O>[CH3:13][O:12][C:11]1[CH:10]=[CH:9][C:8]([O:14][C:15]2[CH:20]=[CH:19][CH:18]=[CH:17][C:16]=2[Cl:21])=[CH:7][C:6]=1[CH2:5][C:1]#[N:2] |f:0.1,3.4|. Procedure: Powdered potassium cyanide (2.05 g) was added to a solution of 2-chlorophenyl 3-chloromethyl-4-methoxyphenyl ether (8.5 g) and sodium iodide (4.7 g) in dimethyl sulfoxide (50 ml) at room temperature and stirred at the same temperature for an hour and then at 70° C. for 40 minutes. The reaction mixture was treated in a similar manner to that of Example 3-(7) to give oily 2-[2-methoxy-5-(2-chlorophenoxy)phenyl]acetonitrile (4.7 g). Reactants: ClC1=CC=C(C=C1)C1=C(N(C2=CC=C(C=C12)O)CCCCCCCCCCCC)C (3-(4chlorophenyl)-1-dodecyl-2-methyl-1H-indole-5-ol), C(C)OC(C(C)(C)Br)=O (2-bromo-2-methyl-propanoic acid ethylester). Product: C(C)OC(C(C)(C)OC=1C=C2C(=C(N(C2=CC1)CCCCCCCCCCCC)C)C1=CC=C(C=C1)Cl)=O (2-[3-(4-Chloro-phenyl)-1-dodecyl-2-methyl-1H-indole-5-yloxy]-2-methyl-propanoic acid ethylester). Reaction SMILES: [Cl:1][C:2]1[CH:7]=[CH:6][C:5]([C:8]2[C:16]3[C:11](=[CH:12][CH:13]=[C:14]([OH:17])[CH:15]=3)[N:10]([CH2:18][CH2:19][CH2:20][CH2:21][CH2:22][CH2:23][CH2:24][CH2:25][CH2:26][CH2:27][CH2:28][CH3:29])[C:9]=2[CH3:30])=[CH:4][CH:3]=1.[CH2:31]([O:33][C:34](=[O:39])[C:35](Br)([CH3:37])[CH3:36])[CH3:32]>>[CH2:31]([O:33][C:34](=[O:39])[C:35]([O:17][C:14]1[CH:15]=[C:16]2[C:11](=[CH:12][CH:13]=1)[N:10]([CH2:18][CH2:19][CH2:20][CH2:21][CH2:22][CH2:23][CH2:24][CH2:25][CH2:26][CH2:27][CH2:28][CH3:29])[C:9]([CH3:30])=[C:8]2[C:5]1[CH:6]=[CH:7][C:2]([Cl:1])=[CH:3][CH:4]=1)([CH3:37])[CH3:36])[CH3:32]. Procedure details: The above compound was prepared from 3-(4chlorophenyl)-1-dodecyl-2-methyl-1H-indole-5-ol and 2-bromo-2-methyl-propanoic acid ethylester using a procedure analogous to that of Example 10.